This data is from the Open Reaction Database (ORD), a public repository of structured organic reaction records. The task is: describe an organic reaction: reactants, conditions, products, and yield Reactants: ClC=1C=C(C=C(C1)C)C1(CCC1)C#N (1-(3-chloro-5-methylphenyl)-1-cyclobutanecarbonitrile), C(CC)[Mg]Br (propyl magnesium bromide), BrCCC (1-bromopropane), [Mg] (magnesium). Solvent: CCOCC (ether), CCOCC (ether). Run at temperature 50 celsius. Product: Cl.ClC=1C=C(C=C(C1)C)C1(CCC1)C(CCC)N (1-[1-(3-chloro-5-methylphenyl)cyclobutyl]butylamine hydrochloride). Reaction SMILES: [Cl:1][C:2]1[CH:3]=[C:4]([C:9]2([C:13]#[N:14])[CH2:12][CH2:11][CH2:10]2)[CH:5]=[C:6]([CH3:8])[CH:7]=1.[CH2:15]([Mg]Br)[CH2:16][CH3:17].BrCCC.[Mg]>CCOCC>[ClH:1].[Cl:1][C:2]1[CH:3]=[C:4]([C:9]2([CH:13]([NH2:14])[CH2:15][CH2:16][CH3:17])[CH2:12][CH2:11][CH2:10]2)[CH:5]=[C:6]([CH3:8])[CH:7]=1 |f:5.6|. Procedure: A solution of 1-(3-chloro-5-methylphenyl)-1-cyclobutanecarbonitrile (8.0 g) in ether (40 ml) was added to a solution of propyl magnesium bromide [prepared by the reaction of 1-bromopropane (6.7 g) and magnesium (1.3 g)] in ether (80 ml) and the mixture heated under reflux for two and a half hours. Two thirds of the ether was evaporated off and then, after cooling, a solution of sodium borohydride (3.5 g) in ethanol (150 ml) added. The mixture was maintained at 50° C. for one hour and water (50 m...